Dataset: the Open Reaction Database (ORD), a public repository of structured organic reaction records. Task: describe an organic reaction: reactants, conditions, products, and yield Starting materials: ClC=1C=C(C(=O)O)C=CC1C(NC1=CC(=C(C=C1)Cl)C1=NC=CC=C1)=O (3-chloro-4-(4-chloro-3-(pyridin-2-yl)phenylcarbamoyl)benzoic acid), N[C@H]1[C@H](CC2=CC=CC=C12)O ((1R,2S)-1-amino-2,3-dihydro-1H-inden-2-ol). Yields the product ClC1=C(C(=O)NC2=CC(=C(C=C2)Cl)C2=NC=CC=C2)C=CC(=C1)C(=O)N[C@H]1[C@H](CC2=CC=CC=C12)O (2-chloro-N1-(4-chloro-3-(pyridin-2-yl)phenyl)-N4-((1R,2S)-2-hydroxy-2,3-dihydro-1H-inden-1-yl)terephthalamide). Reaction SMILES: [Cl:1][C:2]1[CH:3]=[C:4]([CH:8]=[CH:9][C:10]=1[C:11](=[O:26])[NH:12][C:13]1[CH:18]=[CH:17][C:16]([Cl:19])=[C:15]([C:20]2[CH:25]=[CH:24][CH:23]=[CH:22][N:21]=2)[CH:14]=1)[C:5](O)=[O:6].[NH2:27][C@@H:28]1[C:36]2[C:31](=[CH:32][CH:33]=[CH:34][CH:35]=2)[CH2:30][C@@H:29]1[OH:37]>>[Cl:1][C:2]1[CH:3]=[C:4]([C:5]([NH:27][C@@H:28]2[C:36]3[C:31](=[CH:32][CH:33]=[CH:34][CH:35]=3)[CH2:30][C@@H:29]2[OH:37])=[O:6])[CH:8]=[CH:9][C:10]=1[C:11]([NH:12][C:13]1[CH:18]=[CH:17][C:16]([Cl:19])=[C:15]([C:20]2[CH:25]=[CH:24][CH:23]=[CH:22][N:21]=2)[CH:14]=1)=[O:26]. Reported procedure: 60 mg of 3-chloro-4-(4-chloro-3-(pyridin-2-yl)phenylcarbamoyl)benzoic acid was coupled to (1R,2S)-1-amino-2,3-dihydro-1H-inden-2-ol via Procedure G. The crude product was purified on reverse phase HPLC to yield 2-chloro-N1-(4-chloro-3-(pyridin-2-yl)phenyl)-N4-((1R,2S)-2-hydroxy-2,3-dihydro-1H-inden-1-yl)terephthalamide. MS (Q1) 518.2 (M)+. Starting materials: C(\C=C\C)=O (crotonaldehyde), C(C1=CC=CC=C1)N1C=CC2=CC=CC=C12 (1-benzyl-1H-indole), [N+](=O)([O-])C1=C(C(=O)O)C=CC(=C1)[N+](=O)[O-] (2,4-dinitrobenzoic acid), C(C1=CC=CC=C1)[C@H]1C(N([C@H](N1)C(C)(C)C)C)=O ((2S,5S)-5-benzyl-2-tert-butyl-3-methyl-imidazolidin-4-one), C(\C=C\C)=O (crotonaldehyde), EtOAc hexanes, C(\C=C\C)=O (crotonaldehyde). Run in C(Cl)Cl (CH2Cl2), C(C)(C)O (isopropanol). Run at temperature -40 celsius, time 70 hour. The product is C(C1=CC=CC=C1)N1C=C(C2=CC=CC=C12)[C@@H](CC=O)C ((R)-3-(1-Benzyl-1H-indol-3-yl)-butanal). The yield is 79.3%. Reaction SMILES: [CH:1](=[O:5])/[CH:2]=[CH:3]/[CH3:4].[CH2:6]([N:13]1[C:21]2[C:16](=[CH:17][CH:18]=[CH:19][CH:20]=2)[CH:15]=[CH:14]1)[C:7]1[CH:12]=[CH:11][CH:10]=[CH:9][CH:8]=1.[N+](C1C=C([N+]([O-])=O)C=CC=1C(O)=O)([O-])=O.C([C@@H]1N[C@H](C(C)(C)C)N(C)C1=O)C1C=CC=CC=1>C(Cl)Cl.C(O)(C)C>[CH2:6]([N:13]1[C:21]2[C:16](=[CH:17][CH:18]=[CH:19][CH:20]=2)[C:15]([C@H:3]([CH3:4])[CH2:2][CH:1]=[O:5])=[CH:14]1)[C:7]1[CH:12]=[CH:11][CH:10]=[CH:9][CH:8]=1. Procedure details: Prepared according to the general procedure from crotonaldehyde (125 μL, 1.50 mmol), 1-benzyl-1H-indole (104 mg, 0.500 mmol), 2,4-dinitrobenzoic acid (21.2 mg, 0.100 mmol) and (2S,5S)-5-benzyl-2-tert-butyl-3-methyl-imidazolidin-4-one (24.6 mg, 0.100 mmol) in CH2Cl2 (0.90 mL) and isopropanol (0.10 mL) at −60° C. for 41 h, at which time an additional 125 μL (1.50 mmol) of crotonaldehyde was added. The reaction was continued for an additional 70 h, at which time an additional 42 μL (0.50 mmol) of c... The reactants are COc1ccc2ncc(=O)n(C3COC(C)(C)OC3)c2n1, Cl, C1CCOC1. The product is COc1ccc2ncc(=O)n(C(CO)CO)c2n1. As a reaction SMILES: [CH3:1][C:2]1([CH3:21])[O:3][CH2:4][CH:5]([n:8]2[c:9]3[c:10]([n:11][cH:12][c:13]2=[O:14])[cH:15][cH:16][c:17]([O:19][CH3:20])[n:18]3)[CH2:6][O:7]1.[ClH:22].[O:23]1[CH2:24][CH2:25][CH2:26][CH2:27]1>>[OH:3][CH2:4][CH:5]([CH2:6][OH:7])[n:8]1[c:9]2[c:10]([n:11][cH:12][c:13]1=[O:14])[cH:15][cH:16][c:17]([O:19][CH3:20])[n:18]2. The reactants are CCOC(=O)C(C)(C)c1ccc(CCNC(=O)c2ccc(Cl)cc2)cc1, [K+], [OH-]. Yields the product CC(C)(C(=O)O)c1ccc(CCNC(=O)c2ccc(Cl)cc2)cc1. RXN SMILES: [Cl:3][c:4]1[cH:5][cH:6][c:7]([C:8](=[O:9])[NH:10][CH2:11][CH2:12][c:13]2[cH:14][cH:15][c:16]([C:19]([C:20](=[O:21])[O:22][CH2:23][CH3:24])([CH3:25])[CH3:26])[cH:17][cH:18]2)[cH:27][cH:28]1.[K+:2].[OH-:1]>>[Cl:3][c:4]1[cH:5][cH:6][c:7]([C:8](=[O:9])[NH:10][CH2:11][CH2:12][c:13]2[cH:14][cH:15][c:16]([C:19]([C:20](=[O:21])[OH:22])([CH3:25])[CH3:26])[cH:17][cH:18]2)[cH:27][cH:28]1. The reactants are ClC1=CC(=C(C=C1OC1CCCC1)N1C(OC(C1=N)=C(C)C)=O)F (3-(4-chloro-5-cyclopentyloxy-2-fluorophenyl)-4-imino-5-isopropylideneoxazolidine-2-one), Cl (HCl). The solvent is C1(=CC=CC=C1)C (toluene). The product is Cl.ClC1=CC(=C(C=C1OC1CCCC1)N1C(OC(C1=N)=C(C)C)=O)F (3-(4-chloro-5-cyclopentyloxy-2-fluorophenyl)-4-imino-5-isopropylideneoxazolidine-2-one hydrochloride). As a reaction SMILES: [Cl:1][C:2]1[C:7]([O:8][CH:9]2[CH2:13][CH2:12][CH2:11][CH2:10]2)=[CH:6][C:5]([N:14]2[C:18](=[NH:19])[C:17](=[C:20]([CH3:22])[CH3:21])[O:16][C:15]2=[O:23])=[C:4]([F:24])[CH:3]=1.Cl>C1(C)C=CC=CC=1>[ClH:1].[Cl:1][C:2]1[C:7]([O:8][CH:9]2[CH2:10][CH2:11][CH2:12][CH2:13]2)=[CH:6][C:5]([N:14]2[C:18](=[NH:19])[C:17](=[C:20]([CH3:22])[CH3:21])[O:16][C:15]2=[O:23])=[C:4]([F:24])[CH:3]=1 |f:3.4|. Procedure: The resulting 3-(4-chloro-5-cyclopentyloxy-2-fluorophenyl)-4-imino-5-isopropylideneoxazolidine-2-one was dissolved in toluene and conc. HCl (ca. 2 eq.) was added to the solution at room temperature; the mixture was stirred thoroughly and the resulting white solids was subjected to filtration, washed thoroughly with toluene and hexane and subsequently dried to yield 3-(4-chloro-5-cyclopentyloxy-2-fluorophenyl)-4-imino-5-isopropylideneoxazolidine-2-one hydrochloride (compound 1) almost quantitativ... Starting materials: ClCCCC1(S(CCCS1(=O)=O)(=O)=O)C1=CC(=C(C=C1)OC)OC (2-(3-chloropropyl)-2-(3,4-dimethoxyphenyl)-m-dithiane-1,1,3,3-tetraoxide), CNCCC1=CC(OC)=C(OC)C=C1 (N-methyl-homoveratrylamine), C(C)N(C(C)C)C(C)C (N-ethyl-N,N-diisopropylamine). The solvent is CN(C=O)C (dimethylformamide). Reaction conditions: temperature 120 celsius. Yields the product Cl.CNCCCC1S(CCCS1(=O)=O)(=O)=O (N-methyl-m-dithiane-2-propylamine-1,1,3,3-tetraoxide hydrochloride). As a reaction SMILES: [Cl:1][CH2:2][CH2:3][CH2:4][C:5]1(C2C=CC(OC)=C(OC)C=2)[S:10](=[O:12])(=[O:11])[CH2:9][CH2:8][CH2:7][S:6]1(=[O:14])=[O:13].[CH3:25][NH:26]CCC1C=CC(OC)=C(OC)C=1.C(N(C(C)C)C(C)C)C>CN(C)C=O>[ClH:1].[CH3:25][NH:26][CH2:2][CH2:3][CH2:4][CH:5]1[S:10](=[O:12])(=[O:11])[CH2:9][CH2:8][CH2:7][S:6]1(=[O:14])=[O:13] |f:4.5|. Procedure details: 10.4 g of 2-(3-chloropropyl)-2-(3,4-dimethoxyphenyl)-m-dithiane-1,1,3,3-tetraoxide are treated with 5.11 g of N-methyl-homoveratrylamine, 30 ml of N-ethyl-N,N-diisopropylamine and 70 ml of dimethylformamide. The solution is heated at 120° C for 6 hours. After evaporation, the residue is worked-up in a manner analogous to that described in Example 5. There is obtained N-(3,4-dimethoxyphenethyl)-2-(3,4-dimethoxyphenyl(-N-methyl-m-dithiane-2-propylamine-1,1,3,3-tetraoxide hydrochloride of melting p... Reactants: C1COCCO1, Cl, CC(C)(C)OC(=O)c1ccc(CCN2CCP(=O)(c3ccccc3)CC2)cc1. Yields the product O=C(O)c1ccc(CCN2CCP(=O)(c3ccccc3)CC2)cc1. Reaction SMILES: [CH2:29]1[O:30][CH2:31][CH2:32][O:33][CH2:34]1.[ClH:35].[O:1]=[P:2]1([c:23]2[cH:24][cH:25][cH:26][cH:27][cH:28]2)[CH2:3][CH2:4][N:5]([CH2:8][CH2:9][c:10]2[cH:11][cH:12][c:13]([C:14](=[O:15])[O:16][C:17]([CH3:18])([CH3:19])[CH3:20])[cH:21][cH:22]2)[CH2:6][CH2:7]1>>[O:1]=[P:2]1([c:23]2[cH:24][cH:25][cH:26][cH:27][cH:28]2)[CH2:3][CH2:4][N:5]([CH2:8][CH2:9][c:10]2[cH:11][cH:12][c:13]([C:14](=[O:15])[OH:16])[cH:21][cH:22]2)[CH2:6][CH2:7]1.